Dataset: the Open Reaction Database (ORD), a public repository of structured organic reaction records. Task: describe an organic reaction: reactants, conditions, products, and yield The reactants are FC=1C=C(C=CC1)CC(=O)O (2-(3-fluorophenyl)acetic acid), C(C)(C)N(C(C)C)CC (N,N diisopropylethylamine), C(C(=O)Cl)(=O)Cl (oxalyl chloride), NC(C(=O)OCC)=NO (ethyl 2-amino-2-(hydroxyimino)acetate). Reagents/catalysts: CN(C)C=O (DMF). Run in ClCCl (dichloromethane), N1=CC=CC=C1 (pyridine), ClCCl (dichloromethane). Yields the product FC=1C=C(CC2=NC(=NO2)C(=O)OCC)C=CC1 (ethyl 5-(3-fluorobenzyl)-1,2,4-oxadiazole-3-carboxylate). Isolated yield 29.3%. RXN SMILES: [F:1][C:2]1[CH:3]=[C:4]([CH2:8][C:9]([OH:11])=O)[CH:5]=[CH:6][CH:7]=1.C(Cl)(=O)C(Cl)=O.[NH2:18][C:19](=[N:25]O)[C:20]([O:22][CH2:23][CH3:24])=[O:21].C(N(CC)C(C)C)(C)C>ClCCl.CN(C=O)C.N1C=CC=CC=1>[F:1][C:2]1[CH:3]=[C:4]([CH:5]=[CH:6][CH:7]=1)[CH2:8][C:9]1[O:11][N:25]=[C:19]([C:20]([O:22][CH2:23][CH3:24])=[O:21])[N:18]=1. Procedure details: This compound was prepared according to general method 2 with (step I) 2-(3-fluorophenyl)acetic acid (1.03 g; 7.57 mmol) and oxalyl chloride (0.704 mL; 8.33 mmol) in dichloromethane (5 mL) and a few drops of DMF and (step II) ethyl 2-amino-2-(hydroxyimino)acetate (1.0 g; 7.57 mmol) and N,N diisopropylethylamine (2.11 mL; 12.11 mmol) in dichloromethane (10 mL) and (step III) pyridine (18 mL). The crude material was purified by flash chromatography on silica (eluent 20 to 100% ethyl acetate in hep... The reactants are CC(C)(OC1=NC=C(C(=N1)OC(C)(C)C)C1(C2=C(CCC3=C1N=C(S3)C)C=C(C=C2)CC)O)C ((±)-4-(2,4-Bis(1,1-dimethylethoxy)pyrimidin-5-yl)-7-ethyl-2-methyl-9,10-dihydro-4H-benzo[5,6]cyclohepta[1,2-d]thiazol-4-ol). The solvent is C(C)(=O)O (acetic acid). Yields the product C(C)C=1C=CC2=C(CCC3=C(N=C(S3)C)C2(O)C=2C(NC(NC2)=O)=O)C1 ((±)-5-(7-Ethyl-9,10-dihydro-4-hydroxy-2-methyl-4H-benzo[5,6]cyclohepta[1,2-d]thiazol-4-yl)-2,4(1H,3H)-pyrimidinedione). Reaction SMILES: CC(C)([O:4][C:5]1[N:10]=[C:9]([O:11]C(C)(C)C)[C:8]([C:16]2([OH:33])[C:22]3[N:23]=[C:24]([CH3:26])[S:25][C:21]=3[CH2:20][CH2:19][C:18]3[CH:27]=[C:28]([CH2:31][CH3:32])[CH:29]=[CH:30][C:17]2=3)=[CH:7][N:6]=1)C>C(O)(=O)C>[CH2:31]([C:28]1[CH:29]=[CH:30][C:17]2[C:16]([C:8]3[C:9](=[O:11])[NH:10][C:5](=[O:4])[NH:6][CH:7]=3)([OH:33])[C:22]3[N:23]=[C:24]([CH3:26])[S:25][C:21]=3[CH2:20][CH2:19][C:18]=2[CH:27]=1)[CH3:32]. Procedure details: A solution of the product from step (ii) (0.44 g) in glacial acetic acid (10 ml) was stirred at room temperature overnight. The reaction mixture was evaporated to dryness (azeotroped twice with toluene) and the residue triturated with diethyl ether to give a pink solid. The reactants are CS(C)=O, Clc1ccnc2ccsc12, [H-], Nc1ccc(O)c(F)c1, [Na+], O. Yields the product Nc1ccc(Oc2ccnc3ccsc23)c(F)c1. Reaction SMILES: [CH3:23][S:24]([CH3:25])=[O:26].[Cl:12][c:13]1[c:14]2[c:15]([n:16][cH:17][cH:18]1)[cH:19][cH:20][s:21]2.[H-:2].[NH2:3][c:4]1[cH:5][c:6]([F:11])[c:7]([OH:10])[cH:8][cH:9]1.[Na+:1].[OH2:22]>>[NH2:3][c:4]1[cH:5][c:6]([F:11])[c:7]([O:10][c:13]2[c:14]3[c:15]([n:16][cH:17][cH:18]2)[cH:19][cH:20][s:21]3)[cH:8][cH:9]1. Starting materials: CCCC[SnH](CCCC)CCCC, O=C(Cl)c1cc(Cl)cnc1Cl, C1CCOC1, O, c1ccc(P(c2ccccc2)(c2ccccc2)[Pd](P(c2ccccc2)(c2ccccc2)c2ccccc2)(P(c2ccccc2)(c2ccccc2)c2ccccc2)P(c2ccccc2)(c2ccccc2)c2ccccc2)cc1. Yields the product O=Cc1cc(Cl)cnc1Cl. Reaction SMILES: [CH2:12]([SnH:13]([CH2:14][CH2:15][CH2:16][CH3:17])[CH2:18][CH2:19][CH2:20][CH3:21])[CH2:22][CH2:23][CH3:24].[Cl:1][c:2]1[c:3]([C:4](=[O:5])[Cl:6])[cH:7][c:8]([Cl:11])[cH:9][n:10]1.[O:26]1[CH2:27][CH2:28][CH2:29][CH2:30]1.[OH2:25].[cH:31]1[cH:32][cH:33][c:34]([P:35]([Pd:36]([P:37]([c:38]2[cH:39][cH:40][cH:41][cH:42][cH:43]2)([c:44]2[cH:45][cH:46][cH:47][cH:48][cH:49]2)[c:50]2[cH:51][cH:52][cH:53][cH:54][cH:55]2)([P:56]([c:57]2[cH:58][cH:59][cH:60][cH:61][cH:62]2)([c:63]2[cH:64][cH:65][cH:66][cH:67][cH:68]2)[c:69]2[cH:70][cH:71][cH:72][cH:73][cH:74]2)[P:75]([c:76]2[cH:77][cH:78][cH:79][cH:80][cH:81]2)([c:82]2[cH:83][cH:84][cH:85][cH:86][cH:87]2)[c:88]2[cH:89][cH:90][cH:91][cH:92][cH:93]2)([c:94]2[cH:95][cH:96][cH:97][cH:98][cH:99]2)[c:100]2[cH:101][cH:102][cH:103][cH:104][cH:105]2)[cH:106][cH:107]1>>[Cl:1][c:2]1[c:3]([CH:4]=[O:5])[cH:7][c:8]([Cl:11])[cH:9][n:10]1. Starting materials: COC=1C=C(C=CC1C)CC(=O)OCC (ethyl 3-methoxy-4-methylphenylacetate), B(Br)(Br)Br (BBr3). Run in C(Cl)Cl (CH2Cl2). Conditions: temperature -78 celsius, time 4 hour. The product is OC=1C=C(C=CC1C)CC(=O)OCC (Ethyl 3-hydroxy-4-methylphenylacetate). Isolated yield 90.1%. Reaction SMILES: C[O:2][C:3]1[CH:4]=[C:5]([CH2:10][C:11]([O:13][CH2:14][CH3:15])=[O:12])[CH:6]=[CH:7][C:8]=1[CH3:9].B(Br)(Br)Br>C(Cl)Cl>[OH:2][C:3]1[CH:4]=[C:5]([CH2:10][C:11]([O:13][CH2:14][CH3:15])=[O:12])[CH:6]=[CH:7][C:8]=1[CH3:9]. Procedure details: To a solution of 4c (2.2 g; 8.0 mmol) and 250 mL CH2Cl2 cooled to −78° C. was added dropwise via syringe BBr3 (9.8 mL; 0.104 mol). After 1 h at −78° C. the reaction was stirred for 4 h in an ice-water bath. The reaction mixture was recooled to −78° C. and the reaction quenched aqueous NaHCO3 then warmed to rt and the organic phase washed with water, saturated NaHCO3 and brine. The organic phase was dried (MgSO4) and the solvent evaporated to afford 1.4 g of ethyl 3-hydroxy-4-methylphenylacetate ... Starting materials: ClC=1C(=CC(=NC1)OC)N1CC(C(CC1)OC1=CC=C(C=C1)N1N=C(C(C1CC#N)CC)C(F)(F)F)C (2-(1-(4-((1-(5-Chloro-2-methoxypyridin-4-yl)-3-methylpiperidin-4-yl)oxy)phenyl)-4-ethyl-3-(trifluoromethyl)-4,5-dihydro-1H-pyrazol-5-yl)acetonitrile), C(C)C1C(=NN(C1CC#N)C1=CC=C(C=C1)O)C(F)(F)F (2-(4-ethyl-1-(4-hydroxyphenyl)-3-(trifluoromethyl)-4,5-dihydro-1H-pyrazol-5-yl)acetonitrile), ClC=1C(=CC(=NC1)OC)N1C[C@H]([C@H](CC1)O)C ((3R,4S)-1-(5-chloro-2-methoxypyridin-4-yl)-3-methylpiperidin-4-ol), C1(=CC=CC=C1)P(C1=CC=CC=C1)C1=CC=CC=C1 (triphenylphosphine), N(=N\C(=O)OC(C)(C)C)/C(=O)OC(C)(C)C ((E)-di-tert-butyl diazene-1,2-dicarboxylate), C(=O)(O)[O-].[Na+] (NaHCO3). Solvent: C1CCOC1 (THF). Yields the product ClC=1C(=CC(=NC1)OC)N1CC(C(CC1)OC1=CC=C(C=C1)N1N=C([C@H]([C@@H]1CC#N)CC)C(F)(F)F)C (2-((4S,5S)-1-(4-((1-(5-chloro-2-methoxypyridin-4-yl)-3-methylpiperidin-4-yl)oxy)phenyl)-4-ethyl-3-(trifluoromethyl)-4,5-dihydro-1H-pyrazol-5-yl)acetonitrile). Isolated yield 26.0%. Reaction SMILES: [Cl:1][C:2]1[C:3]([N:10]2[CH2:15][CH2:14][CH:13]([O:16][C:17]3[CH:22]=[CH:21][C:20]([N:23]4[CH:27]([CH2:28][C:29]#[N:30])[CH:26]([CH2:31][CH3:32])[C:25]([C:33]([F:36])([F:35])[F:34])=[N:24]4)=[CH:19][CH:18]=3)[CH:12]([CH3:37])[CH2:11]2)=[CH:4][C:5]([O:8][CH3:9])=[N:6][CH:7]=1.C(C1C(CC#N)N(C2C=CC(O)=CC=2)N=C1C(F)(F)F)C.ClC1C(N2CC[C@H](O)[C@H](C)C2)=CC(OC)=NC=1.C1(P(C2C=CC=CC=2)C2C=CC=CC=2)C=CC=CC=1.N(/C(OC(C)(C)C)=O)=N\C(OC(C)(C)C)=O.C([O-])(O)=O.[Na+]>C1COCC1>[Cl:1][C:2]1[C:3]([N:10]2[CH2:15][CH2:14][CH:13]([O:16][C:17]3[CH:22]=[CH:21][C:20]([N:23]4[C@@H:27]([CH2:28][C:29]#[N:30])[C@H:26]([CH2:31][CH3:32])[C:25]([C:33]([F:36])([F:34])[F:35])=[N:24]4)=[CH:19][CH:18]=3)[CH:12]([CH3:37])[CH2:11]2)=[CH:4][C:5]([O:8][CH3:9])=[N:6][CH:7]=1 |f:5.6|. Procedure: 2-(1-(4-((1-(5-Chloro-2-methoxypyridin-4-yl)-3-methylpiperidin-4-yl)oxy)phenyl)-4-ethyl-3-(trifluoromethyl)-4,5-dihydro-1H-pyrazol-5-yl)acetonitrile: To a solution of 2-(4-ethyl-1-(4-hydroxyphenyl)-3-(trifluoromethyl)-4,5-dihydro-1H-pyrazol-5-yl)acetonitrile (174 mg, 0.58 mmol) and (3R,4S)-1-(5-chloro-2-methoxypyridin-4-yl)-3-methylpiperidin-4-ol (150 mg, 0.58 mmol) in THF (195 μl) was added triphenylphosphine (215 mg, 0.82 mmol). The reaction vessel was then lowered into a sonication bath and s... Starting materials: COc1c(-c2cc(C)nn2C(=O)OC(C)(C)C)c(C)nn1-c1ccccc1, ClCCl, O=C(O)C(F)(F)F. Product: COc1c(-c2cc(C)n[nH]2)c(C)nn1-c1ccccc1. As a reaction SMILES: [C:1]([O:2][C:3](=[O:4])[n:8]1[n:9][c:10]([CH3:27])[cH:11][c:12]1-[c:13]1[c:14]([CH3:26])[n:15][n:16](-[c:20]2[cH:21][cH:22][cH:23][cH:24][cH:25]2)[c:17]1[O:18][CH3:19])([CH3:5])([CH3:6])[CH3:7].[Cl:35][CH2:36][Cl:37].[OH:28][C:29]([C:30]([F:31])([F:32])[F:33])=[O:34]>>[nH:8]1[n:9][c:10]([CH3:27])[cH:11][c:12]1-[c:13]1[c:14]([CH3:26])[n:15][n:16](-[c:20]2[cH:21][cH:22][cH:23][cH:24][cH:25]2)[c:17]1[O:18][CH3:19].